This data is from the Open Reaction Database (ORD), a public repository of structured organic reaction records. The task is: describe an organic reaction: reactants, conditions, products, and yield Reactants: OC=1C=C(C=O)C=CC1OCCC (3-hydroxy-4-propoxybenzaldehyde), N1=CC=CC=C1 (pyridine), Cl.O(C)N (methoxylamine hydrogen chloride). Run in O (water). Run at time 24 hour. Product: CON=CC1=CC(=C(C=C1)OCCC)O (3-hydroxy-4-propoxybenzaldehyde O-methyloxime). Isolated yield 120.9%. Reaction SMILES: [OH:1][C:2]1[CH:3]=[C:4]([CH:7]=[CH:8][C:9]=1[O:10][CH2:11][CH2:12][CH3:13])[CH:5]=O.N1C=CC=CC=1.Cl.[O:21]([NH2:23])[CH3:22]>O>[CH3:22][O:21][N:23]=[CH:5][C:4]1[CH:7]=[CH:8][C:9]([O:10][CH2:11][CH2:12][CH3:13])=[C:2]([OH:1])[CH:3]=1 |f:2.3|. Reported procedure: An amount of 3-hydroxy-4-propoxybenzaldehyde (150 mg, 0.83 mmol) is added pyridine (4.0 ml) at room temperature, followed by addition of methoxylamine hydrogen chloride (101.2 mg, 1.2 mmol). The mixture is stirred at ambient temperature for 24 h, and 4 mL of water is added. After the solvents were evaporated, the residue is dissolved 8 mL of anhydrous ether, washed successively with 2 mL of aqueous sodium bicarbonate, 2 mL of sodium bisulfite, and 2 mL of brine. Dried over magnesium sulfate, eva... Starting materials: C(CC)C1=CC=C(C=C1)O (p-propylphenol), C(CCCC)C1OCC2=C(O1)C=CC(=C2)C(=O)O (2-pentyl-1,3-benzodioxan-6-carboxylic acid), C1(CCCCC1)N=C=NC1CCCCC1 (N,N'-dicyclohexylcarbodiimide). Reagents/catalysts: CN(C1=CC=NC=C1)C (4-(dimethylamino)pyridine). The solvent is C(Cl)Cl (methylene chloride). Reaction conditions: temperature 0 celsius, time 10 minute. The product is C(CC)C1=CC=C(C=C1)OC(=O)C1=CC2=C(OC(OC2)CCCCC)C=C1 (2-pentyl-1,3-benzodioxan-6-carboxylic acid p-propylphenyl ester). As a reaction SMILES: [CH2:1]([C:4]1[CH:9]=[CH:8][C:7]([OH:10])=[CH:6][CH:5]=1)[CH2:2][CH3:3].[CH2:11]([CH:16]1[O:21][C:20]2[CH:22]=[CH:23][C:24]([C:26](O)=[O:27])=[CH:25][C:19]=2[CH2:18][O:17]1)[CH2:12][CH2:13][CH2:14][CH3:15].C1(N=C=NC2CCCCC2)CCCCC1>CN(C)C1C=CN=CC=1.C(Cl)Cl>[CH2:1]([C:4]1[CH:9]=[CH:8][C:7]([O:10][C:26]([C:24]2[CH:23]=[CH:22][C:20]3[O:21][CH:16]([CH2:11][CH2:12][CH2:13][CH2:14][CH3:15])[O:17][CH2:18][C:19]=3[CH:25]=2)=[O:27])=[CH:6][CH:5]=1)[CH2:2][CH3:3]. Procedure details: 0.1 g of 4-(dimethylamino)pyridine and 1.6 g of p-propylphenol are added to a solution of 2.5 g of 2-pentyl-1,3-benzodioxan-6-carboxylic acid in 50 ml of methylene chloride. The mixture is treated portionwise at 0° C. while stirring with 2.4 g of N,N'-dicyclohexylcarbodiimide. After completion of the addition, the mixture is stirred at 0° C. for a further 10 minutes and then at room temperature for 3 hours. The precipitate is filtered off and the filtrate is evaporated. The residue is taken up i... Reactants: O=CC(O)C(O)C(O)C(O)CO, CC(C)(C)c1ccc(O)c(-n2nc3ccccc3[n+]2[O-])c1, O=S(=O)(O)O, O=C1c2ccccc2-c2ccccc21. The product is CC(C)(C)c1ccc(O)c(-n2nc3ccccc3n2)c1. Reaction SMILES: [O:15]=[CH:16][CH:17]([CH:18]([CH:19]([CH:20]([CH2:21][OH:22])[OH:23])[OH:24])[OH:25])[OH:26].[OH:27][c:28]1[c:29](-[n:38]2[n:39][c:40]3[c:41]([n+:42]2[O-:43])[cH:44][cH:45][cH:46][cH:47]3)[cH:30][c:31]([C:34]([CH3:35])([CH3:36])[CH3:37])[cH:32][cH:33]1.[S:48](=[O:49])(=[O:50])([OH:51])[OH:52].[cH:1]1[c:2]2[c:11]([cH:12][cH:13][cH:14]1)-[c:6]1[c:5]([cH:10][cH:9][cH:8][cH:7]1)[C:3]2=[O:4]>>[OH:27][c:28]1[c:29](-[n:38]2[n:39][c:40]3[c:41]([n:42]2)[cH:44][cH:45][cH:46][cH:47]3)[cH:30][c:31]([C:34]([CH3:35])([CH3:36])[CH3:37])[cH:32][cH:33]1. The reactants are COC(=O)c1cccc(C(=O)[O-])c1, CN(C)C=O, O=S(Cl)Cl. Product: COC(=O)c1cccc(C(=O)Cl)c1. RXN SMILES: [C:5]([c:6]1[cH:7][c:8]([C:9](=[O:10])[O-:11])[cH:12][cH:13][cH:14]1)(=[O:15])[O:16][CH3:17].[O:18]=[CH:19][N:20]([CH3:21])[CH3:22].[S:1]([Cl:2])([Cl:3])=[O:4]>>[Cl:3][C:9]([c:8]1[cH:7][c:6]([C:5](=[O:15])[O:16][CH3:17])[cH:14][cH:13][cH:12]1)=[O:10]. Reactants: C1CCOC1, COC(=O)c1cc2c(C)noc2c(F)c1Nc1ccc(I)cc1F, [Li+], [OH-], O. The product is Cc1noc2c(F)c(Nc3ccc(I)cc3F)c(C(=O)O)cc12. As a reaction SMILES: [CH2:27]1[O:28][CH2:29][CH2:30][CH2:31]1.[F:1][c:2]1[c:3]([NH:16][c:17]2[c:18]([F:24])[cH:19][c:20]([I:23])[cH:21][cH:22]2)[c:4]([C:12](=[O:13])[O:14][CH3:15])[cH:5][c:6]2[c:7]([CH3:11])[n:8][o:9][c:10]12.[Li+:26].[OH-:25].[OH2:32]>>[F:1][c:2]1[c:3]([NH:16][c:17]2[c:18]([F:24])[cH:19][c:20]([I:23])[cH:21][cH:22]2)[c:4]([C:12](=[O:13])[OH:14])[cH:5][c:6]2[c:7]([CH3:11])[n:8][o:9][c:10]12. Starting materials: C(C1=CC(OC)=C(O)C=C1)(=O)O (Vanillic acid), C(CCCCC)O (n-hexanol), C1(=CC=C(C=C1)S(=O)(=O)O)C (p-toluenesulfonic acid), O=CC1=CC(OC)=C(O)C=C1 (Vanillin), Esters, C(C1=CC(OC)=C(O)C=C1)(=O)O (Vanillic Acid). The product is C(C1=CC(OC)=C(O)C=C1)(=O)OCCCCCC (Hexyl vanillate). Yield: 86.0%. Reaction SMILES: [O:1]=[CH:2][C:3]1[CH:11]=[CH:10][C:8]([OH:9])=[C:5]([O:6][CH3:7])[CH:4]=1.C(O)(=O)[C:13]1[CH:21]=[CH:20][C:18](O)=[C:15]([O:16]C)[CH:14]=1.C(O)CCCCC.C1(C)C=CC(S(O)(=O)=O)=CC=1>>[C:2]([O:16][CH2:15][CH2:14][CH2:13][CH2:21][CH2:20][CH3:18])(=[O:1])[C:3]1[CH:11]=[CH:10][C:8]([OH:9])=[C:5]([O:6][CH3:7])[CH:4]=1. Procedure: Hexyl vanillate was synthesized according to the method of Pearl, I.A., and McCoy, J. F. "Reaction of Vanillin and its Derived Compounds. Some Esters of Vanillic Acid." J. AM. CHEM. SOC. 69: 3071 (1947). Vanillic acid (20.2 g, 0.12 mol) was refluxed with n-hexanol (29.9 ml, 0.24 mol) in the presence of p-toluenesulfonic acid (0.2 g) for 26 hours. After the unreacted alcohol was removed by distillation in a vacuum, the hexyl vanillate was distilled and obtained in 86% yield.